The task is: describe an organic reaction: reactants, conditions, products, and yield. This data is from the Open Reaction Database (ORD), a public repository of structured organic reaction records. The reactants are CCOC(C)=O, CCO, COC(=O)c1ccc([N+](=O)[O-])c2occc12, O, O, Cl[Sn]Cl. Yields the product COC(=O)c1ccc(N)c2occc12. As a reaction SMILES: [CH3:22][CH2:23][O:24][C:25](=[O:26])[CH3:27].[CH3:28][CH2:29][OH:30].[CH3:6][O:7][C:8](=[O:9])[c:10]1[cH:11][cH:12][c:13]([N+:19]([O-:20])=[O:21])[c:14]2[c:15]1[cH:16][cH:17][o:18]2.[OH2:1].[OH2:2].[Sn:3]([Cl:4])[Cl:5]>>[CH3:6][O:7][C:8](=[O:9])[c:10]1[cH:11][cH:12][c:13]([NH2:19])[c:14]2[c:15]1[cH:16][cH:17][o:18]2.